The task is: describe an organic reaction: reactants, conditions, products, and yield. This data is from the Open Reaction Database (ORD), a public repository of structured organic reaction records. The reactants are ( t ), ( d ), ( s ), acetal, COC(CN)OC (aminoacetaldehyde dimethyl acetal), O (water), C/C/1=C(/C(=O)OC1=O)\C (dimethylmaleic anhydride). Solvent: C1(=CC=CC=C1)C (toluene). Yields the product COC(CN1C(C(=C(C1=O)C)C)=O)OC (1-(2,2-Dimethoxyethyl)3,4-dimethylpyrrole-2,5-dione). Reaction SMILES: [CH3:1][C:2]1=[C:3]([CH3:9])[C:4]([O:6][C:7]1=[O:8])=O.[CH3:10][O:11][CH:12]([O:15][CH3:16])[CH2:13][NH2:14].O>C1(C)C=CC=CC=1>[CH3:10][O:11][CH:12]([O:15][CH3:16])[CH2:13][N:14]1[C:4](=[O:6])[C:3]([CH3:9])=[C:2]([CH3:1])[C:7]1=[O:8]. Reported procedure: 84 g (0.66 mol) of dimethylmaleic anhydride are dissolved in 150 ml of toluene, and 70 g (0.66 mol) of aminoacetaldehyde dimethyl acetal are added. The solution is heated to the boil, and the water formed is separated off by means of a water separator. When the reaction is complete, the solvent is removed by distillation, and the residue is distilled, giving 127 g (90% of theory) of the product of boiling point 160° C. at 0.03 mbar which is a single product according to TLC and GC. NMR data: 2.9... Starting materials: C(C)OC(=O)C1(CN(CCC1)CC1COC2=C(O1)C=CC=C2)C (1-(2,3-dihydrobenzo[1,4]dioxin-2-ylmethyl)-3-methylpiperidine-3-carboxylic acid ethyl ester), [H-].[H-].[H-].[H-].[Li+].[Al+3] (LiAlH4), O (Water). Run in C1CCOC1 (THF), C1CCOC1 (THF). The product is O1C(COC2=C1C=CC=C2)CN2CC(CCC2)(C)CO ([1-(2,3-Dihydrobenzo[1,4]dioxin-2-ylmethyl)-3-methylpiperidin-3-yl]methanol). RXN SMILES: [H-].[H-].[H-].[H-].[Li+].[Al+3].C([O:9][C:10]([C:12]1([CH3:29])[CH2:17][CH2:16][CH2:15][N:14]([CH2:18][CH:19]2[O:24][C:23]3[CH:25]=[CH:26][CH:27]=[CH:28][C:22]=3[O:21][CH2:20]2)[CH2:13]1)=O)C.O>C1COCC1>[O:24]1[C:23]2[CH:25]=[CH:26][CH:27]=[CH:28][C:22]=2[O:21][CH2:20][CH:19]1[CH2:18][N:14]1[CH2:15][CH2:16][CH2:17][C:12]([CH2:10][OH:9])([CH3:29])[CH2:13]1 |f:0.1.2.3.4.5|. Procedure details: To a suspension of LiAlH4 (0.59 g, 15.54 mmol) in dry THF (45 ml), was added 1-(2,3-dihydrobenzo[1,4]dioxin-2-ylmethyl)-3-methylpiperidine-3-carboxylic acid ethyl ester (1.0 g, 3.13 mmol) in dry THF (5 ml). The reaction mixture was refluxed for 1 h. Water was slowly added and the reaction mixture was extracted with EtOAc (3×20 ml). The combined organic phases were dried over Na2SO4, filtered and the filtrate was evaporated to give the desired product which, was purified by column chromatography ... Reactants: resultant mixture, C([O-])([O-])=O.[Na+].[Na+] (sodium carbonate), C1(=CC=CC=C1)OB(O)O (phenylboric acid), C(C1=CC=CC=C1)OC=1C(=NC(=CC1)Cl)C(=O)OC (methyl 3-benzyloxy-6-chloropicolinate), resultant mixture, O (water). The reagents and catalysts are C1=CC=C(C=C1)P(C2=CC=CC=C2)C3=CC=CC=C3.C1=CC=C(C=C1)P(C2=CC=CC=C2)C3=CC=CC=C3.C1=CC=C(C=C1)P(C2=CC=CC=C2)C3=CC=CC=C3.C1=CC=C(C=C1)P(C2=CC=CC=C2)C3=CC=CC=C3.[Pd] (tetrakis(triphenylphosphine)palladium(O)). Run in COCCOC (1,2-dimethoxyethane), COCCOC (1,2-dimethoxyethane), COCCOC (1,2-dimethoxyethane). Run at time 1 hour. Product: C(C1=CC=CC=C1)OC=1C(=NC(=CC1)C1=CC=CC=C1)C(=O)OC (methyl 3-benzyloxy-6-phenylpicolinate). RXN SMILES: [CH2:1]([O:8][C:9]1[C:10]([C:16]([O:18][CH3:19])=[O:17])=[N:11][C:12](Cl)=[CH:13][CH:14]=1)[C:2]1[CH:7]=[CH:6][CH:5]=[CH:4][CH:3]=1.[C:20]1(OB(O)O)[CH:25]=[CH:24][CH:23]=[CH:22][CH:21]=1.C(=O)([O-])[O-].[Na+].[Na+].O>COCCOC.C1C=CC(P(C2C=CC=CC=2)C2C=CC=CC=2)=CC=1.C1C=CC(P(C2C=CC=CC=2)C2C=CC=CC=2)=CC=1.C1C=CC(P(C2C=CC=CC=2)C2C=CC=CC=2)=CC=1.C1C=CC(P(C2C=CC=CC=2)C2C=CC=CC=2)=CC=1.[Pd]>[CH2:1]([O:8][C:9]1[C:10]([C:16]([O:18][CH3:19])=[O:17])=[N:11][C:12]([C:20]2[CH:25]=[CH:24][CH:23]=[CH:22][CH:21]=2)=[CH:13][CH:14]=1)[C:2]1[CH:7]=[CH:6][CH:5]=[CH:4][CH:3]=1 |f:2.3.4,7.8.9.10.11|. Procedure details: 0.6 g (0.5 mmol) of tetrakis(triphenylphosphine)palladium(O) and 5 ml of 1,2-dimethoxyethane were charged in a 100 ml three-forked flask equipped with a thermometer, a cooling tube and a nitrogen-introducing tube. Thereafter, 2.7 g (10.0 mmol) of methyl 3-benzyloxy-6-chloropicolinate was dissolved in 1,2-dimethoxyethane (20 ml) under nitrogen stream, and was added to the flask at one time. After stirring the resultant mixture at room temperature for 3 hours, 1.8 g (15.0 mmol) of phenylboric acid... Reactants: N([C@@H](CC1=CC=CC=C1)C(=O)O)C(=O)OC(C)(C)C.N1(CCOCC1)C(=O)N (Boc-Phe morpholinamide), Cl (HCl), C(Cl)(Cl)Cl (CHCl3), CO (MeOH). Solvent: O1CCOCC1 (dioxane), C(C)(=O)O (acetic acid). The product is N([C@@H](CC1=CC=CC=C1)C(=O)O)Cl.N1(CCOCC1)C(=O)N (HCl-Phe Morpholinamide). Isolated yield 100.0%. RXN SMILES: [NH:1](C(OC(C)(C)C)=O)[C@H:2]([C:10]([OH:12])=[O:11])[CH2:3][C:4]1[CH:9]=[CH:8][CH:7]=[CH:6][CH:5]=1.[N:20]1([C:26]([NH2:28])=[O:27])[CH2:25][CH2:24][O:23][CH2:22][CH2:21]1.Cl.C(Cl)(Cl)[Cl:31].CO>O1CCOCC1.C(O)(=O)C>[NH:1]([Cl:31])[C@H:2]([C:10]([OH:12])=[O:11])[CH2:3][C:4]1[CH:9]=[CH:8][CH:7]=[CH:6][CH:5]=1.[N:20]1([C:26]([NH2:28])=[O:27])[CH2:25][CH2:24][O:23][CH2:22][CH2:21]1 |f:0.1,7.8|. Reported procedure: Boc-Phe-morpholinamide (12.8 g, 38 mmol) was placed in a 250 ml flask, then 4N HCl in dioxane (30 ml) was added. The mixture was stirred for six hours at which time TLC (silica gel; CHCl3 :MeOH:acetic acid, 90:8:2) indicated that the reaction was completed. Dioxane and excess HCl were removed. A white solid, identified by 1HNMR as HCl-Phe-morpholinamide, was obtained in 100 percent yield (10.3 g, 38 mmol).